This data is from the Open Reaction Database (ORD), a public repository of structured organic reaction records. The task is: describe an organic reaction: reactants, conditions, products, and yield Starting materials: [Al+3], C1CCOC1, [H-], [H-], [H-], [H-], [Li+], CNC(=O)CC(c1ccccc1)c1cccc2cc[nH]c12. Yields the product CNCCC(c1ccccc1)c1cccc2cc[nH]c12. RXN SMILES: [Al+3:23].[CH2:28]1[O:29][CH2:30][CH2:31][CH2:32]1.[H-:22].[H-:25].[H-:26].[H-:27].[Li+:24].[nH:1]1[cH:2][cH:3][c:4]2[cH:5][cH:6][cH:7][c:8]([CH:10]([CH2:11][C:12](=[O:13])[NH:14][CH3:15])[c:16]3[cH:17][cH:18][cH:19][cH:20][cH:21]3)[c:9]12>>[nH:1]1[cH:2][cH:3][c:4]2[cH:5][cH:6][cH:7][c:8]([CH:10]([CH2:11][CH2:12][NH:14][CH3:15])[c:16]3[cH:17][cH:18][cH:19][cH:20][cH:21]3)[c:9]12. Reactants: C1CCOC1, COC(=O)C(Cc1cc(C)c2[nH]ncc2c1)NC(=O)N1CCC(c2cc3ccccc3[nH]c2=O)CC1, [Li+], [OH-], O. The product is Cc1cc(CC(NC(=O)N2CCC(c3cc4ccccc4[nH]c3=O)CC2)C(=O)O)cc2cn[nH]c12. RXN SMILES: [CH2:39]1[O:40][CH2:41][CH2:42][CH2:43]1.[CH3:1][c:2]1[cH:3][c:4]([CH2:11][CH:12]([C:13](=[O:14])[O:15][CH3:16])[NH:17][C:18](=[O:19])[N:20]2[CH2:21][CH2:22][CH:23]([c:26]3[c:27](=[O:36])[nH:28][c:29]4[cH:30][cH:31][cH:32][cH:33][c:34]4[cH:35]3)[CH2:24][CH2:25]2)[cH:5][c:6]2[cH:7][n:8][nH:9][c:10]12.[Li+:37].[OH-:38].[OH2:44]>>[CH3:1][c:2]1[cH:3][c:4]([CH2:11][CH:12]([C:13](=[O:14])[OH:15])[NH:17][C:18](=[O:19])[N:20]2[CH2:21][CH2:22][CH:23]([c:26]3[c:27](=[O:36])[nH:28][c:29]4[cH:30][cH:31][cH:32][cH:33][c:34]4[cH:35]3)[CH2:24][CH2:25]2)[cH:5][c:6]2[cH:7][n:8][nH:9][c:10]12. Reactants: O1C(=NC2=C1C=CC=C2)C=2C=NN(C2)CC[C@](C(=O)O)(S(=O)(=O)C)C ((2R)-4-[4-(1,3-benzoxazol-2-yl)-1H-pyrazol-1-yl]-2-methyl-2-(methylsulfonyl)butanoic acid), CN1CCOCC1 (N-methyl morpholine), O (Water), O1C(CCCC1)ON (O-tetrahydro-2H-pyran-2-yl-hydroxylamine). The solvent is CC1CCCO1 (2-MeTHF). Run at time 1 hour. Product: O1C(=NC2=C1C=CC=C2)C=2C=NN(C2)CC[C@](C(=O)NOC2OCCCC2)(S(=O)(=O)C)C ((2R)-4-[4-(1,3-benzoxazol-2-yl)-1H-pyrazol-1-yl]-2-methyl-2-(methylsulfonyl)-N-(tetrahydro-2H-pyran-2-yloxy)butanamide). Isolated yield 76.4%. RXN SMILES: [O:1]1[C:5]2[CH:6]=[CH:7][CH:8]=[CH:9][C:4]=2[N:3]=[C:2]1[C:10]1[CH:11]=[N:12][N:13]([CH2:15][CH2:16][C@@:17]([CH3:25])([S:21]([CH3:24])(=[O:23])=[O:22])[C:18](O)=[O:19])[CH:14]=1.CN1CCOCC1.[O:33]1[CH2:38][CH2:37][CH2:36][CH2:35][CH:34]1[O:39][NH2:40].O>CC1OCCC1>[O:1]1[C:5]2[CH:6]=[CH:7][CH:8]=[CH:9][C:4]=2[N:3]=[C:2]1[C:10]1[CH:11]=[N:12][N:13]([CH2:15][CH2:16][C@@:17]([CH3:25])([S:21]([CH3:24])(=[O:23])=[O:22])[C:18]([NH:40][O:39][CH:34]2[CH2:35][CH2:36][CH2:37][CH2:38][O:33]2)=[O:19])[CH:14]=1. Procedure details: To a solution of (2R)-4-[4-(1,3-benzoxazol-2-yl)-1H-pyrazol-1-yl]-2-methyl-2-(methylsulfonyl)butanoic acid (0.420 g, 1.16 mmol) in 2-MeTHF (30 mL) was added N-methyl morpholine (0.165 g, 1.62 mmol, 1.4 eq), followed by CDMT (0.244 g, 1.39 mmol, 1.2 eq). The reaction mixture was allowed to stir for one hour. O-tetrahydro-2H-pyran-2-yl-hydroxylamine (0.162 g, 1.39 mmol, 1.2 eq) was added, and the reaction was allowed to stir for an additional two hours. Water (20 mL) was added, and the solution wa...